The task is: describe an organic reaction: reactants, conditions, products, and yield. This data is from the Open Reaction Database (ORD), a public repository of structured organic reaction records. Starting materials: NC1=NC=CC(=C1)C=1N=C(NC1)S (4-(2-amino-4-pyridyl)imidazole-2-thiol), CN(C=O)C (dimethylformamide). Reagents/catalysts: [Ni] (Raney nickel). Solvent: C(Cl)(Cl)Cl.CO (chloroform methanol). Product: NC1=NC=CC(=C1)C=1N=CNC1 (2-amino-4-(4-imidazolyl)pyridine). RXN SMILES: [NH2:1][C:2]1[CH:7]=[C:6]([C:8]2[N:9]=[C:10](S)[NH:11][CH:12]=2)[CH:5]=[CH:4][N:3]=1.CN(C)C=O>[Ni].C(Cl)(Cl)Cl.CO>[NH2:1][C:2]1[CH:7]=[C:6]([C:8]2[N:9]=[CH:10][NH:11][CH:12]=2)[CH:5]=[CH:4][N:3]=1 |f:3.4|. Procedure details: To a solution of 2.3 g. (12 mmoles) of 4-(2-amino-4-pyridyl)imidazole-2-thiol in 60 ml. of dimethylformamide was added 8 g. of Raney nickel and the mixture heated at 115° C. for 3 hours. The mixture was filtered and the filtrate concentrated to a brown solid. After trituration with boiling chloroform, the solid was taken up in 50 ml. of absolute ethanol, treated with charcoal and the filtered solution concentrated to a small volume. The precipitate was filtered and dried, 1.12 g. (60%), m.p. 193... The solvent is CN(C=O)C (N,N-dimethylformamide). Procedure: A stirred solution of 6.0 grams (0.0268 mole) of 4-methoxyphenyl isocyanate, 5.16 grams (0.028 mole) of ethyl 3-amino-4,4,4-trifluorocrotonate, and 4.45 grams (0.032 mole) of potassium carbonate in 40 mL of N,N-dimethylformamide was heated to 140° C. where it stirred for one hour. After this time, the reaction mixture was poured into 100 mL of 10% aqueous hydrochloric acid. The resulting mixture was stirred for ten minutes and then extracted with three 50 mL portions of ethyl acetate. The combin... Reaction SMILES: [CH3:1][O:2][C:3]1[CH:8]=[CH:7][C:6]([N:9]=[C:10]=[O:11])=[CH:5][CH:4]=1.[NH2:12]/[C:13](/[C:20]([F:23])([F:22])[F:21])=[CH:14]\[C:15](OCC)=[O:16].C(=O)([O-])[O-].[K+].[K+].Cl>CN(C)C=O>[CH3:1][O:2][C:3]1[CH:4]=[CH:5][C:6]([N:9]2[C:15](=[O:16])[CH:14]=[C:13]([C:20]([F:23])([F:22])[F:21])[NH:12][C:10]2=[O:11])=[CH:7][CH:8]=1 |f:2.3.4|. Run at time 1 hour. The yield is 58.8%. Reactants: Cl (hydrochloric acid), COC1=CC=C(C=C1)N=C=O (4-methoxyphenyl isocyanate), N\C(=C/C(=O)OCC)\C(F)(F)F (ethyl 3-amino-4,4,4-trifluorocrotonate), C([O-])([O-])=O.[K+].[K+] (potassium carbonate). The product is COC1=CC=C(C=C1)N1C(NC(=CC1=O)C(F)(F)F)=O (3-(4-methoxyphenyl)-6-trifluoromethyl-2,4(1H,3H)-pyrimidinedione). The product is C1(CCCCC1)C(C(CCC#C)=O)(O[SiH3])C1=CC=CC=C1 (1-Cyclohexyl-1-phenyl-1-siloxy-hex-5-yn-2-one). The reactants are solution, [Li]CCCC (n-BuLi), [SiH3]OC(=O)O[SiH3] (siloxy ketone), C1CCOC1 (THF), C(C#C)Br.C1(=CC=CC=C1)C (propargyl bromide toluene), C1CCOC1 (THF), C[Si](N[Si](C)(C)C)(C)C (hexamethyldisilazane), C1CCOC1 (THF), Cl (hydrochloric acid). Reaction conditions: temperature -5 celsius. Procedure details: To a stirred solution of 140 ml (0.65 moles) of hexamethyldisilazane in 1.6 L of dry THF cooled to -78° C. was added 280 ml of a 2.5M solution of n-BuLi in hexane. The mixture was stirred and warmed to -5° C. over a 0.5 hour period. The siloxy ketone (192 g, 10.632 moles) was added as a solution in 100 ml of THF and stirred at -5° C. for 1 hour. This was then added to a solution of 200 ml (1.8 moles) of 80% propargyl bromide/toluene in 800 ml THF at -78° C. The mixture was warmed slowly to room ... Reaction SMILES: [CH3:1][Si](C)(C)N[Si](C)(C)C.[Li][CH2:11][CH2:12][CH2:13][CH3:14].[SiH3:15][O:16][C:17](O[SiH3])=O.[CH2:21](Br)[C:22]#C.[C:25]1(C)[CH:30]=[CH:29][CH:28]=[CH:27][CH:26]=1.Cl.[CH2:33]1[CH2:37][O:36][CH2:35][CH2:34]1>CCCCCC>[CH:14]1([C:17]([C:25]2[CH:26]=[CH:27][CH:28]=[CH:29][CH:30]=2)([O:16][SiH3:15])[C:35](=[O:36])[CH2:34][CH2:33][C:37]#[CH:1])[CH2:22][CH2:21][CH2:11][CH2:12][CH2:13]1 |f:3.4|. Solvent: CCCCCC (hexane). The reactants are C(C)O (ethanol), ClC1=CC=C2C(=CNC2=C1)C=1CCNCC1 (6-chloro-3-(1,2,3,6-tetrahydropyridin-4-yl)-1H-indole), O1[C@@H](C1)COC1=C2C=CNC2=CC=C1 ((S)-(+)-4-(oxiranylmethoxy)-1H-indole). The solvent is CS(=O)C (dimethylsulfoxide). Product: ClC1=CC=C2C(=CNC2=C1)C=1CCN(CC1)C[C@@H](COC1=C2C=CNC2=CC=C1)O ((2S)-(+)-3-[4-(6-chloro-3-indolyl)-1,2,3,6-tetrahydropyridin-1-yl]-1-(4-indolyloxy)-2-propanol). RXN SMILES: C(O)C.[Cl:4][C:5]1[CH:13]=[C:12]2[C:8]([C:9]([C:14]3[CH2:15][CH2:16][NH:17][CH2:18][CH:19]=3)=[CH:10][NH:11]2)=[CH:7][CH:6]=1.[O:20]1[CH2:22][C@H:21]1[CH2:23][O:24][C:25]1[CH:33]=[CH:32][CH:31]=[C:30]2[C:26]=1[CH:27]=[CH:28][NH:29]2>CS(C)=O>[Cl:4][C:5]1[CH:13]=[C:12]2[C:8]([C:9]([C:14]3[CH2:15][CH2:16][N:17]([CH2:22][C@H:21]([OH:20])[CH2:23][O:24][C:25]4[CH:33]=[CH:32][CH:31]=[C:30]5[C:26]=4[CH:27]=[CH:28][NH:29]5)[CH2:18][CH:19]=3)=[CH:10][NH:11]2)=[CH:7][CH:6]=1. Reported procedure: To 5 mL of dry ethanol were added 6-chloro-3-(1,2,3,6-tetrahydropyridin-4-yl)-1H-indole (1.54 g, 6.61 mmol) and (S)-(+)-4-(oxiranylmethoxy)-1H-indole (1.25 g, 6.61 mmol). The mixture was heated at the reflux temperature for about 6 hours, and was then cooled and concentrated. The residue was purified by silica gel chromatography with 95/5 chloroform/methanol. The product was isolated as a yellow foam. Yield 1.52 g (55%). mp 200°-202° C. FDMS m/e=421 (M+ of free base). α[D]589 =+4.39 (c=1.00, dim...